This data is from the Open Reaction Database (ORD), a public repository of structured organic reaction records. The task is: describe an organic reaction: reactants, conditions, products, and yield The reactants are [Al+3], [Au], Cc1cccc(Br)c1, [Cl-], [Cl-], [Cl-], [Cl-], CC(Cl)Cl, CCOC(=O)C(=O)Cl, [NH4+]. Product: CCOC(=O)C(=O)c1ccc(Br)cc1C. Reaction SMILES: [Al+3:2].[Au:27].[Br:13][c:14]1[cH:15][c:16]([CH3:20])[cH:17][cH:18][cH:19]1.[Cl-:1].[Cl-:21].[Cl-:3].[Cl-:4].[Cl:23][CH:24]([Cl:25])[CH3:26].[Cl:5][C:6]([C:7](=[O:8])[O:9][CH2:10][CH3:11])=[O:12].[NH4+:22]>>[C:6]([C:7](=[O:8])[O:9][CH2:10][CH3:11])(=[O:12])[c:17]1[c:16]([CH3:20])[cH:15][c:14]([Br:13])[cH:19][cH:18]1. Run in CN(C)C=O (DMF). As a reaction SMILES: Cl.Cl.Cl.[S:4]1[C:8]2[CH:9]=[C:10]([NH:13][C:14]3[C:15]4[CH:22]=[C:21]([C:23]5[CH2:24][CH2:25][NH:26][CH2:27][CH:28]=5)[NH:20][C:16]=4[N:17]=[CH:18][N:19]=3)[CH:11]=[CH:12][C:7]=2[N:6]=[CH:5]1.[CH3:29][C:30]([CH3:36])([CH2:34][OH:35])[C:31](O)=[O:32].CN(C(ON1N=NC2C=CC=CC1=2)=[N+](C)C)C.[B-](F)(F)(F)F.C(N(CC)C(C)C)(C)C>CN(C=O)C>[OH:35][CH2:34][C:30]([CH3:36])([CH3:29])[C:31]([N:26]1[CH2:25][CH:24]=[C:23]([C:21]2[NH:20][C:16]3[N:17]=[CH:18][N:19]=[C:14]([NH:13][C:10]4[CH:11]=[CH:12][C:7]5[N:6]=[CH:5][S:4][C:8]=5[CH:9]=4)[C:15]=3[CH:22]=2)[CH2:28][CH2:27]1)=[O:32] |f:0.1.2.3,5.6|. The reactants are CC(C(=O)O)(CO)C (2,2-dimethyl-3-hydroxypropionic acid), CN(C)C(=[N+](C)C)ON1C2=C(C=CC=C2)N=N1.[B-](F)(F)(F)F (TBTU), C(C)(C)N(C(C)C)CC (N,N-diisopropylethylamine), Cl.Cl.Cl.S1C=NC2=C1C=C(C=C2)NC=2C1=C(N=CN2)NC(=C1)C=1CCNCC1 (benzothiazol-6-yl-[6-(1,2,3,6-tetrahydropyridin-4-yl)-7H-pyrrolo[2,3-d]pyrimidin-4-yl]amine trihydrochloride). Run at time 16 hour. Procedure details: To a mixture of benzothiazol-6-yl-[6-(1,2,3,6-tetrahydropyridin-4-yl)-7H-pyrrolo[2,3-d]pyrimidin-4-yl]amine trihydrochloride (50.0 mg, 0.11 mmol) in DMF (3 mL) was added 2,2-dimethyl-3-hydroxypropionic acid (150 mg, 1.3 mmol), TBTU (42.0 mg, 0.13 mmol) and N,N-diisopropylethylamine (0.1 mL, 0.50 mmol). The reaction mixture stirred at rt for 16 h. The mixture was concentrated in vacuo and purified via MDP, which afforded the title compound as yellow solid. MS (ES+): m/z: 448.96 (100) [MH+]. HPLC:... Product: OCC(C(=O)N1CCC(=CC1)C1=CC2=C(N=CN=C2NC2=CC3=C(N=CS3)C=C2)N1)(C)C (6-[1-(3-Hydroxy-2,2-dimethylpropanoyl)-1,2,3,6-tetrahydropyridin-4-yl]-N-1,3-benzothiazol-6-yl-7H-pyrrolo[2,3-d]pyrimidin-4-amine). Reactants: COCCS(=O)(=O)c1ccccc1CNC(=O)OC(C)(C)C, CCOC(C)=O, Cl, C1COCCO1. The product is COCCS(=O)(=O)c1ccccc1CN, Cl. Reaction SMILES: [CH3:1][O:2][CH2:3][CH2:4][S:5](=[O:6])(=[O:7])[c:8]1[c:9]([CH2:10][NH:11][C:12](=[O:13])[O:14][C:15]([CH3:16])([CH3:17])[CH3:18])[cH:19][cH:20][cH:21][cH:22]1.[CH3:30][CH2:31][O:32][C:33](=[O:34])[CH3:35].[ClH:29].[O:23]1[CH2:24][CH2:25][O:26][CH2:27][CH2:28]1>>[CH3:1][O:2][CH2:3][CH2:4][S:5](=[O:6])(=[O:7])[c:8]1[c:9]([CH2:10][NH2:11])[cH:19][cH:20][cH:21][cH:22]1.[ClH:29]. Reactants: N1(CCC1)S(=O)(=O)N (azetidine-1-sulfonamide), C1(CCCCC1)P(C1=C(C=CC=C1)C1=C(C=C(C=C1C(C)C)C(C)C)C(C)C)C1CCCCC1 (2-dicyclohexylphosphino-2′,4′,6′-tri-isopropyl-1,1′-biphenyl), C([O-])([O-])=O.[Cs+].[Cs+] (cesium carbonate), ClC1=NC(=NC(=C1)OC(C)(C)C)SCC1=C(C(=CC=C1)F)F (4-chloro-2-[[(2,3-difluorophenyl)methyl]thio]-6-(1,1-dimethylethoxy)-pyrimidine), product. The reagents and catalysts are C=1C=CC(=CC1)/C=C/C(=O)/C=C/C2=CC=CC=C2.C=1C=CC(=CC1)/C=C/C(=O)/C=C/C2=CC=CC=C2.C=1C=CC(=CC1)/C=C/C(=O)/C=C/C2=CC=CC=C2.[Pd].[Pd] (tris(dibenzylideneacetone)dipalladium). The solvent is O1CCOCC1 (dioxane). The product is FC1=C(C=CC=C1F)CSC1=NC(=CC(=N1)NS(=O)(=O)N1CCC1)OC(C)(C)C (N-[2-[[(2,3-difluorophenyl)methyl]thio]-6-(1,1-dimethylethoxy)-4-pyrimidinyl]-1-azetidinesulfonamide). As a reaction SMILES: [N:1]1([S:5]([NH2:8])(=[O:7])=[O:6])[CH2:4][CH2:3][CH2:2]1.C1(P(C2CCCCC2)C2C=CC=CC=2C2C(C(C)C)=CC(C(C)C)=CC=2C(C)C)CCCCC1.C(=O)([O-])[O-].[Cs+].[Cs+].Cl[C:50]1[CH:55]=[C:54]([O:56][C:57]([CH3:60])([CH3:59])[CH3:58])[N:53]=[C:52]([S:61][CH2:62][C:63]2[CH:68]=[CH:67][CH:66]=[C:65]([F:69])[C:64]=2[F:70])[N:51]=1>O1CCOCC1.C1C=CC(/C=C/C(/C=C/C2C=CC=CC=2)=O)=CC=1.C1C=CC(/C=C/C(/C=C/C2C=CC=CC=2)=O)=CC=1.C1C=CC(/C=C/C(/C=C/C2C=CC=CC=2)=O)=CC=1.[Pd].[Pd]>[F:70][C:64]1[C:65]([F:69])=[CH:66][CH:67]=[CH:68][C:63]=1[CH2:62][S:61][C:52]1[N:51]=[C:50]([NH:8][S:5]([N:1]2[CH2:4][CH2:3][CH2:2]2)(=[O:7])=[O:6])[CH:55]=[C:54]([O:56][C:57]([CH3:60])([CH3:59])[CH3:58])[N:53]=1 |f:2.3.4,7.8.9.10.11|. Reported procedure: The title compound was prepared according to the procedure outlined in example 1 step iv) using a mixture of azetidine-1-sulfonamide (prepared according to patent WO 2004/011443, 0.16 g), tris(dibenzylideneacetone)dipalladium (0) (70 mg), 2-dicyclohexylphosphino-2′,4′,6′-tri-isopropyl-1,1′-biphenyl (XPHOS) (36 mg), cesium carbonate (037 g) and 4-chloro-2-[[(2,3-difluorophenyl)methyl]thio]-6-(1,1-dimethylethoxy)-pyrimidine (the product from step i) (0.26 g) in dioxane (6 mL). Purification was by ...